This data is from the Open Reaction Database (ORD), a public repository of structured organic reaction records. The task is: describe an organic reaction: reactants, conditions, products, and yield Reactants: C(C)(C)(C)C=1N=C(C2=C(N1)N(N=N2)CC2=C(C=CC=C2)Cl)N2CCOCC2 (5-tert-Butyl-3-(2-chloro-benzyl)-7-morpholin-4-yl-3H-[1,2,3]triazolo[4,5-d]pyrimidine), C(C)(C)(C)C=1N=C(C2=C(N1)N(N=N2)CC2=C(C=CC=C2)Cl)Cl (5-tert-butyl-7-chloro-3-(2-chlorobenzyl)-3H-[1,2,3]triazolo[4,5-d]pyrimidine), Cl.FC1(CCNCC1)F (4,4-difluoropiperidine hydrochloride). Product: C(C)(C)(C)C=1N=C(C2=C(N1)N(N=N2)CC2=C(C=CC=C2)Cl)N2CCC(CC2)(F)F (5-tert-Butyl-3-(2-chloro-benzyl)-7-(4,4-difluoro-piperidin-1-yl)-3H-[1,2,3]triazolo[4,5-d]pyrimidine), gum. Isolated yield 55.0%. RXN SMILES: [C:1]([C:5]1[N:6]=[C:7]([N:22]2[CH2:27][CH2:26]O[CH2:24][CH2:23]2)[C:8]2[N:13]=[N:12][N:11]([CH2:14][C:15]3[CH:20]=[CH:19][CH:18]=[CH:17][C:16]=3[Cl:21])[C:9]=2[N:10]=1)([CH3:4])([CH3:3])[CH3:2].C(C1N=C(Cl)C2N=NN(CC3C=CC=CC=3Cl)C=2N=1)(C)(C)C.Cl.[F:51][C:52]1([F:58])CCNCC1>>[C:1]([C:5]1[N:6]=[C:7]([N:22]2[CH2:27][CH2:26][C:52]([F:58])([F:51])[CH2:24][CH2:23]2)[C:8]2[N:13]=[N:12][N:11]([CH2:14][C:15]3[CH:20]=[CH:19][CH:18]=[CH:17][C:16]=3[Cl:21])[C:9]=2[N:10]=1)([CH3:4])([CH3:3])[CH3:2] |f:2.3|. Reported procedure: In analogy to the procedure described for the synthesis of 5-tert-butyl-3-(2-chloro-benzyl)-7-morpholin-4-yl-3H-[1,2,3]triazolo[4,5-d]pyrimidine (example 1, step c), the title compound was prepared from 5-tert-butyl-7-chloro-3-(2-chlorobenzyl)-3H-[1,2,3]triazolo[4,5-d]pyrimidine and 4,4-difluoropiperidine hydrochloride and isolated as light-yellow gum (10.9 mg, 55%). MS (m/e): 421.4 (MH+). The reactants are ClC=1C=C(C=C(C1)N1CCOCC1)C1NC2=CC=C(C=C2CC1(C)C)C(=O)O (2-(3-chloro-5-morpholin-4-yl-phenyl)-3,3-dimethyl-1,2,3,4-tetrahydro-quinoline-6-carboxylic acid), [C-]#N.[Na+] (sodium cyanide). The reagents and catalysts are [Ni](Br)Br (nickel(II) bromide). Run in CN1CCCC1=O (NMP). Run at temperature 200 celsius, time 10 minute. Yields the product C(#N)C=1C=C(C=C(C1)N1CCOCC1)C1NC2=CC=C(C=C2CC1(C)C)C(=O)O (2-(3-cyano-5-morpholin-4-yl-phenyl)-3,3-dimethyl-1,2,3,4-tetrahydro-quinoline-6-carboxylic acid). Yield: 39.9%. As a reaction SMILES: Cl[C:2]1[CH:3]=[C:4]([CH:14]2[C:23]([CH3:25])([CH3:24])[CH2:22][C:21]3[C:16](=[CH:17][CH:18]=[C:19]([C:26]([OH:28])=[O:27])[CH:20]=3)[NH:15]2)[CH:5]=[C:6]([N:8]2[CH2:13][CH2:12][O:11][CH2:10][CH2:9]2)[CH:7]=1.[C-:29]#[N:30].[Na+]>CN1C(=O)CCC1.[Ni](Br)Br>[C:29]([C:2]1[CH:3]=[C:4]([CH:14]2[C:23]([CH3:24])([CH3:25])[CH2:22][C:21]3[C:16](=[CH:17][CH:18]=[C:19]([C:26]([OH:28])=[O:27])[CH:20]=3)[NH:15]2)[CH:5]=[C:6]([N:8]2[CH2:13][CH2:12][O:11][CH2:10][CH2:9]2)[CH:7]=1)#[N:30] |f:1.2|. Procedure details: A mixture of 2-(3-chloro-5-morpholin-4-yl-phenyl)-3,3-dimethyl-1,2,3,4-tetrahydro-quinoline-6-carboxylic acid (100 mg, 0.25 mmol), sodium cyanide (24.5 mg, 0.5 mmol), nickel(II) bromide (54.6 mg, 0.25 mmol) in NMP (0.5 mL) was stirred for 10 minutes at 200° C. with microwave. After removal of the solid, the rediue was purificated by Waters automated flash system (column: Xterra 30 mm×100 mm, sample manager 2767, pump 2525, detector: ZQ mass and UV 2487, solvent system: acetonitrile and 0.1% form... The reactants are CO, Clc1ccc(-c2cc(CCCOC3CCCCO3)ncn2)cc1, Cl, [Na+], C1COCCO1, O=C([O-])O. Yields the product OCCCc1cc(-c2ccc(Cl)cc2)ncn1. Reaction SMILES: [CH3:30][OH:31].[Cl:1][c:2]1[cH:3][cH:4][c:5](-[c:8]2[n:9][cH:10][n:11][c:12]([CH2:14][CH2:15][CH2:16][O:17][CH:18]3[CH2:19][CH2:20][CH2:21][CH2:22][O:23]3)[cH:13]2)[cH:6][cH:7]1.[ClH:24].[Na+:25].[O:32]1[CH2:33][CH2:34][O:35][CH2:36][CH2:37]1.[OH:26][C:27](=[O:28])[O-:29]>>[Cl:1][c:2]1[cH:3][cH:4][c:5](-[c:8]2[n:9][cH:10][n:11][c:12]([CH2:14][CH2:15][CH2:16][OH:17])[cH:13]2)[cH:6][cH:7]1.